Task: describe an organic reaction: reactants, conditions, products, and yield. Dataset: the Open Reaction Database (ORD), a public repository of structured organic reaction records The reactants are N(=O)[O-].[Na+] (sodium nitrite), C(C)=NO (acetaldoxime), Cl (hydrochloric acid), S(O)(O)(=O)=O (sulfuric acid), NC=1C=C(C=C(C1)Br)C(F)(F)F (3-amino-5-bromobenzotrifluoride). The reagents and catalysts are S(=O)(=O)([O-])[O-].[Cu+2] (copper(II) sulfate). Solvent: O (water), O (water), O (water), CCCCC (pentane). Run at temperature 0 celsius, time 30 minute. Product: BrC=1C=C(C=C(C1)C(F)(F)F)C(C)=O (1-(3-Bromo-5-(trifluoromethyl)phenyl)ethanone). Reaction SMILES: Cl.S(=O)(=O)(O)O.N[C:8]1[CH:9]=[C:10]([C:15]([F:18])([F:17])[F:16])[CH:11]=[C:12]([Br:14])[CH:13]=1.N([O-])=[O:20].[Na+].[CH:23](=NO)[CH3:24]>O.CCCCC.S([O-])([O-])(=O)=O.[Cu+2]>[Br:14][C:12]1[CH:13]=[C:8]([C:23](=[O:20])[CH3:24])[CH:9]=[C:10]([C:15]([F:18])([F:17])[F:16])[CH:11]=1 |f:3.4,8.9|. Procedure: A flask was charged with water (42 ml), cooled to 0° C., and treated with concentrated hydrochloric acid (21.7 ml) and sulfuric acid (5.66 ml). To this was added 3-amino-5-bromobenzotrifluoride (8.77 ml, 62.5 mmol). The reaction was treated with a solution of sodium nitrite (5.39 g, 78 mmol) in water (10 mL). The resulting reaction mixture was stirred for 30 min at 0° C. The reaction was transferred to a solution of acetaldoxime (5.71 ml, 94 mmol) and copper(II) sulfate (0.499 g, 3.12 mmol) in w... Starting materials: [OH-].[Na+] (NaOH), C(C)O (ethanol), ClC=1C=C2C(CCOC2=CC1OC1=CC=C(C=C1)C(NC=1SC2=C(N1)C=CC(=C2)C(F)(F)F)=O)C(=O)OCC (Ethyl 6-chloro-7-(4-(6-(trifluoromethyl)benzo[d]thiazol-2-ylcarbamoyl)phenoxy)chroman-4-carboxylate). The solvent is C(C)(=O)OCC (ethyl acetate), Cl (HCl), C1CCOC1 (THF). Reaction conditions: time 2 hour. The product is ClC=1C=C2C(CCOC2=CC1OC1=CC=C(C=C1)C(NC=1SC2=C(N1)C=CC(=C2)C(F)(F)F)=O)C(=O)O (6-chloro-7-(4-(6-(trifluoromethyl)benzo[d]thiazol-2-ylcarbamoyl)phenoxy)chroman-4-carboxylic acid). The yield is 73.6%. As a reaction SMILES: [Cl:1][C:2]1[CH:3]=[C:4]2[C:9](=[CH:10][C:11]=1[O:12][C:13]1[CH:18]=[CH:17][C:16]([C:19](=[O:34])[NH:20][C:21]3[S:22][C:23]4[CH:29]=[C:28]([C:30]([F:33])([F:32])[F:31])[CH:27]=[CH:26][C:24]=4[N:25]=3)=[CH:15][CH:14]=1)[O:8][CH2:7][CH2:6][CH:5]2[C:35]([O:37]CC)=[O:36].[OH-].[Na+].C(O)C>C1COCC1.C(OCC)(=O)C.Cl>[Cl:1][C:2]1[CH:3]=[C:4]2[C:9](=[CH:10][C:11]=1[O:12][C:13]1[CH:18]=[CH:17][C:16]([C:19](=[O:34])[NH:20][C:21]3[S:22][C:23]4[CH:29]=[C:28]([C:30]([F:33])([F:32])[F:31])[CH:27]=[CH:26][C:24]=4[N:25]=3)=[CH:15][CH:14]=1)[O:8][CH2:7][CH2:6][CH:5]2[C:35]([OH:37])=[O:36] |f:1.2|. Reported procedure: Ethyl 6-chloro-7-(4-(6-(trifluoromethyl)benzo[d]thiazol-2-ylcarbamoyl)phenoxy)chroman-4-carboxylate (50 mg, 0.087 mmol) was diluted with THF (500 μL) followed by the addition of aqueous NaOH (433 μL, 0.43 mmol) and ethanol (100 μL). After stirring for 2 hours, the reaction was diluted with ethyl acetate and 0.5N aqueous HCl. The layers were separated and the organic layer was concentrated to yield 6-chloro-7-(4-(6-(trifluoromethyl)benzo[d]thiazol-2-ylcarbamoyl)phenoxy)chroman-4-carboxylic acid (... Starting materials: O=C(CCCl)c1ccccc1, [K+], [K+], O=C([O-])[O-], CN(C)C=O, O=C(NCc1cccs1)c1cccnc1S. Product: O=C(CCSc1ncccc1C(=O)NCc1cccs1)c1ccccc1. As a reaction SMILES: [Cl:23][CH2:24][CH2:25][C:26](=[O:27])[c:28]1[cH:29][cH:30][cH:31][cH:32][cH:33]1.[K+:1].[K+:2].[O-:3][C:4]([O-:5])=[O:6].[O:34]=[CH:35][N:36]([CH3:37])[CH3:38].[SH:7][c:8]1[c:9]([C:10](=[O:11])[NH:12][CH2:13][c:14]2[s:15][cH:16][cH:17][cH:18]2)[cH:19][cH:20][cH:21][n:22]1>>[S:7]([c:8]1[c:9]([C:10](=[O:11])[NH:12][CH2:13][c:14]2[s:15][cH:16][cH:17][cH:18]2)[cH:19][cH:20][cH:21][n:22]1)[CH2:24][CH2:25][C:26](=[O:27])[c:28]1[cH:29][cH:30][cH:31][cH:32][cH:33]1. Product: O=C(O)c1cn(-c2ccnc3ccccc23)c2cc(F)ccc12. Starting materials: Cl, COC(=O)c1cn(-c2ccnc3ccccc23)c2cc(F)ccc12, [Li+], C1CCOC1, [OH-], O, O. Reaction SMILES: [ClH:29].[F:5][c:6]1[cH:7][cH:8][c:9]2[c:10]([C:25](=[O:26])[O:27][CH3:28])[cH:11][n:12](-[c:15]3[cH:16][cH:17][n:18][c:19]4[cH:20][cH:21][cH:22][cH:23][c:24]34)[c:13]2[cH:14]1.[Li+:3].[O:30]1[CH2:31][CH2:32][CH2:33][CH2:34]1.[OH-:2].[OH2:1].[OH2:4]>>[F:5][c:6]1[cH:7][cH:8][c:9]2[c:10]([C:25](=[O:26])[OH:27])[cH:11][n:12](-[c:15]3[cH:16][cH:17][n:18][c:19]4[cH:20][cH:21][cH:22][cH:23][c:24]34)[c:13]2[cH:14]1. Reactants: CNS(=O)(=O)c1cc(C(=O)OC)cc(N2CCCC2)c1Oc1ccccc1, [Na+], [OH-]. The product is CNS(=O)(=O)c1cc(C(=O)O)cc(N2CCCC2)c1Oc1ccccc1. As a reaction SMILES: [CH3:1][O:2][C:3]([c:4]1[cH:5][c:6]([N:22]2[CH2:23][CH2:24][CH2:25][CH2:26]2)[c:7]([O:15][c:16]2[cH:17][cH:18][cH:19][cH:20][cH:21]2)[c:8]([S:10]([NH:11][CH3:12])(=[O:13])=[O:14])[cH:9]1)=[O:27].[Na+:29].[OH-:28]>>[O:2]=[C:3]([c:4]1[cH:5][c:6]([N:22]2[CH2:23][CH2:24][CH2:25][CH2:26]2)[c:7]([O:15][c:16]2[cH:17][cH:18][cH:19][cH:20][cH:21]2)[c:8]([S:10]([NH:11][CH3:12])(=[O:13])=[O:14])[cH:9]1)[OH:27]. Reactants: C(CC(=O)C)(=O)OC (methyl acetoacetate), BrCCOCC1=CC=CC=C1 (benzyl bromoethyl ether), [H-].[Na+] (NaH), N[C@@H](CC1=CC=C2C=CC=CC2=C1)C(=O)O (Nal). Solvent: COCCOC (DME), COCCOC (DME). Run at time 30 minute. The product is COC(C(C(C)=O)CCOCC1=CC=CC=C1)=O (2-(2-benzyloxy-ethyl)-3-oxo-butyric Acid Methyl Ester). Reaction SMILES: [H-].[Na+].[C:3]([O:9][CH3:10])(=[O:8])[CH2:4][C:5]([CH3:7])=[O:6].N[C@H](C(O)=O)CC1C=C2C(C=CC=C2)=CC=1.Br[CH2:28][CH2:29][O:30][CH2:31][C:32]1[CH:37]=[CH:36][CH:35]=[CH:34][CH:33]=1>COCCOC>[CH3:10][O:9][C:3](=[O:8])[CH:4]([CH2:28][CH2:29][O:30][CH2:31][C:32]1[CH:37]=[CH:36][CH:35]=[CH:34][CH:33]=1)[C:5](=[O:6])[CH3:7] |f:0.1|. Procedure: To a suspension of NaH (2.0 g, 60% in mineral oil) in DME (50 ml) at 0° C. is added dropwise a solution of methyl acetoacetate (5.8 g, 50 mmol) in DME (10 mL). The solution is stirred at room temperature for 30 minutes. Nal (7.5 g) is added in one portion and then benzyl bromoethyl ether (10.7 5 g, 50 mmol). The mixture is stirred at 70–80° C. overnight. After the formed solid is removed, the solvent is removed. The residue is purified by column with 4:1 of hexane to ethyl acetate to a colorless... Reactants: C(C1=CC=CC=C1)OC(CCNC(C1=CC(=CC=C1)NC(CCCCCCNC(=O)OC(C)(C)C)=O)=O)=O (N-[m-[7-(1-t-butoxyformamido)heptanamido]benzoyl]-β-alanine benzyl ester). The reagents and catalysts are [Pd] (Pd/C). The solvent is C(=O)O (formic acid). The product is NCCCCCCC(=O)NC=1C=C(C(=O)NCCC(=O)O)C=CC1 (N-[m-(7-aminoheptanamido)benzoyl]-β-alanine). Yield: 50.9%. RXN SMILES: C([O:8][C:9](=[O:38])[CH2:10][CH2:11][NH:12][C:13](=[O:37])[C:14]1[CH:19]=[CH:18][CH:17]=[C:16]([NH:20][C:21](=[O:36])[CH2:22][CH2:23][CH2:24][CH2:25][CH2:26][CH2:27][NH:28]C(OC(C)(C)C)=O)[CH:15]=1)C1C=CC=CC=1>C(O)=O.[Pd]>[NH2:28][CH2:27][CH2:26][CH2:25][CH2:24][CH2:23][CH2:22][C:21]([NH:20][C:16]1[CH:15]=[C:14]([CH:19]=[CH:18][CH:17]=1)[C:13]([NH:12][CH2:11][CH2:10][C:9]([OH:38])=[O:8])=[O:37])=[O:36]. Procedure details: 1.43 g of N-[m-[7-(1-t-butoxyformamido)heptanamido]benzoyl]-β-alanine benzyl ester and 476 mg of Pd/C are stirred in 28 ml of formic acid for 5 hours under hydrogen. The reaction mixture is filtered and the filtrate is evaporated in a vacuum. The residue is taken up in water and evaporated. 464 mg of N-[m-(7-aminoheptanamido)benzoyl]-β-alanine, m.p. 236° C., are obtained from methanol.